From a dataset of the Open Reaction Database (ORD), a public repository of structured organic reaction records. describe an organic reaction: reactants, conditions, products, and yield Reactants: BrB(Br)Br, Br, CCOC(C)=O, CO, ClCCl, Cl, CCOCc1nc2c(N)nc3cccnc3c2n1CC(C)(C)O, [Na+], [OH-]. As a reaction SMILES: [B:1]([Br:2])([Br:3])[Br:4].[BrH:5].[CH3:35][CH2:36][O:37][C:38](=[O:39])[CH3:40].[CH3:41][OH:42].[Cl:32][CH2:33][Cl:34].[ClH:29].[NH2:6][c:7]1[n:8][c:9]2[cH:10][cH:11][cH:12][n:13][c:14]2[c:15]2[c:16]1[n:17][c:18]([CH2:25][O:26][CH2:27][CH3:28])[n:19]2[CH2:20][C:21]([CH3:22])([OH:23])[CH3:24].[Na+:31].[OH-:30]>>[NH2:6][c:7]1[n:8][c:9]2[cH:10][cH:11][cH:12][n:13][c:14]2[c:15]2[c:16]1[n:17][c:18]([CH2:25][OH:26])[n:19]2[CH2:20][C:21]([CH3:22])([OH:23])[CH3:24]. The product is CC(C)(O)Cn1c(CO)nc2c(N)nc3cccnc3c21.